From a dataset of the Open Reaction Database (ORD), a public repository of structured organic reaction records. describe an organic reaction: reactants, conditions, products, and yield Starting materials: C(C)(=O)OC1=CC(=CC=C1)NC(=O)N1CCN(CC1)C1=NC(=NS1)C1=CC=CC=C1 (3-({[4-(3-phenyl-1,2,4-thiadiazol-5-yl)piperazin-1-yl]carbonyl}amino)phenyl acetate), [OH-].[Na+] (sodium hydroxide), O (Water). Run in CO.O1CCCC1 (methanol tetrahydrofuran). Reaction conditions: temperature 70 celsius, time 3 hour. Yields the product OC=1C=C(C=CC1)NC(=O)N1CCN(CC1)C1=NC(=NS1)C1=CC=CC=C1 (N-(3-Hydroxyphenyl)-4-(3-phenyl-1,2,4-thiadiazol-5-yl)piperazine-1-carboxamide). Isolated yield 62.9%. Reaction SMILES: C([O:4][C:5]1[CH:10]=[CH:9][CH:8]=[C:7]([NH:11][C:12]([N:14]2[CH2:19][CH2:18][N:17]([C:20]3[S:24][N:23]=[C:22]([C:25]4[CH:30]=[CH:29][CH:28]=[CH:27][CH:26]=4)[N:21]=3)[CH2:16][CH2:15]2)=[O:13])[CH:6]=1)(=O)C.[OH-].[Na+].O>CO.O1CCCC1>[OH:4][C:5]1[CH:6]=[C:7]([NH:11][C:12]([N:14]2[CH2:19][CH2:18][N:17]([C:20]3[S:24][N:23]=[C:22]([C:25]4[CH:26]=[CH:27][CH:28]=[CH:29][CH:30]=4)[N:21]=3)[CH2:16][CH2:15]2)=[O:13])[CH:8]=[CH:9][CH:10]=1 |f:1.2,4.5|. Reported procedure: To a solution of 3-({[4-(3-phenyl-1,2,4-thiadiazol-5-yl)piperazin-1-yl]carbonyl}amino)phenyl acetate (635 mg, 1.50 mmol) in methanol/tetrahydrofuran (2:1) (60 ml) was added an aqueous 1 N sodium hydroxide solution (1.5 ml), and the mixture was stirred at 70° C. for 3 hours. Water was poured to the reaction mixture, and the resulting solution was extracted with ethyl acetate. The extract was washed with water and dried over anhydrous magnesium sulfate, and the solvent was distilled off under redu... Starting materials: N1=C(OCC12CCCCC2)C2=CC=C(C=C2)O (4-(3-oxa-1-azaspiro[4.5]dec-1-en-2-yl)phenol), BrCC(CCl)C (1-bromo-3-chloro-2-methylpropane), C([O-])([O-])=O.[K+].[K+] (potassium carbonate). Solvent: CC(=O)C (acetone). The product is ClCC(COC1=CC=C(C=C1)C1=NC2(CO1)CCCCC2)C (2-[4-(3-chloro-2-methylpropoxy)phenyl]-3-oxa-1-azaspiro[4.5]dec-1-ene). Yield: 100.0%. Reaction SMILES: [N:1]1[C:5]2([CH2:10][CH2:9][CH2:8][CH2:7][CH2:6]2)[CH2:4][O:3][C:2]=1[C:11]1[CH:16]=[CH:15][C:14]([OH:17])=[CH:13][CH:12]=1.Br[CH2:19][CH:20]([CH3:23])[CH2:21][Cl:22].C(=O)([O-])[O-].[K+].[K+]>CC(C)=O>[Cl:22][CH2:21][CH:20]([CH3:23])[CH2:19][O:17][C:14]1[CH:13]=[CH:12][C:11]([C:2]2[O:3][CH2:4][C:5]3([CH2:6][CH2:7][CH2:8][CH2:9][CH2:10]3)[N:1]=2)=[CH:16][CH:15]=1 |f:2.3.4|. Reported procedure: To a solution of 4-(3-oxa-1-azaspiro[4.5]dec-1-en-2-yl)phenol ax8 (0.5 g, 2.16 mmol, 1 eq) in acetone (30 ml) is added 1-bromo-3-chloro-2-methylpropane (0.25 ml, 2.16 mmol, 1 eq) and potassium carbonate (0.6 g, 4.32 mmol, 2 eq). The mixture is stirred at reflux for 13 days. The mixture is concentrated, taken up in dichloromethane and washed twice with a saturated aqueous solution of ammonium chloride. The organic layer is dried over magnesium sulfate and the solvent is removed under reduced pres...